Dataset: the Open Reaction Database (ORD), a public repository of structured organic reaction records. Task: describe an organic reaction: reactants, conditions, products, and yield The reactants are ClC(=O)OC1=CC=C(C=C1)[N+](=O)[O-] (4-nitrophenyl chloroformate), NC1=CC=C(C=C1)N1N=NC(=C1CCC)C(=O)NC1CC1 (1-(4-aminophenyl)-N-cyclopropyl-5-propyl-1H-1,2,3-triazole-4-carboxamide), C(C)(=O)OCC (Ethyl acetate), N (ammonia). The reagents and catalysts are CN(C1=CC=NC=C1)C (N,N-dimethylpyridin-4-amine). Run in ClCCl (dichloromethane), ClCCl (dichloromethane), CO (methanol). Conditions: time 7 hour. Yields the product NC(=O)NC1=CC=C(C=C1)N1N=NC(=C1CCC)C(=O)NC1CC1 (1-{4-[(aminocarbonyl)amino]phenyl}-N-cyclopropyl-5-propyl-1H-1,2,3-triazole-4-carboxamide). The yield is 80.0%. As a reaction SMILES: ClC(OC1C=C[C:8]([N+:11]([O-])=O)=CC=1)=O.[NH2:14][C:15]1[CH:20]=[CH:19][C:18]([N:21]2[C:25]([CH2:26][CH2:27][CH3:28])=[C:24]([C:29]([NH:31][CH:32]3[CH2:34][CH2:33]3)=[O:30])[N:23]=[N:22]2)=[CH:17][CH:16]=1.N.C(OCC)(=[O:38])C>ClCCl.CN(C)C1C=CN=CC=1.CO>[NH2:11][C:8]([NH:14][C:15]1[CH:20]=[CH:19][C:18]([N:21]2[C:25]([CH2:26][CH2:27][CH3:28])=[C:24]([C:29]([NH:31][CH:32]3[CH2:33][CH2:34]3)=[O:30])[N:23]=[N:22]2)=[CH:17][CH:16]=1)=[O:38]. Procedure: To a solution of 4-nitrophenyl chloroformate (1.06 g) in dichloromethane (15 ml) was added dropwise a solution of 1-(4-aminophenyl)-N-cyclopropyl-5-propyl-1H-1,2,3-triazole-4-carboxamide (1.0 g) obtained in Example 1d) and N,N-dimethylpyridin-4-amine (0.65 g) in dichloromethane (15 ml) under ice-cooling. The reaction mixture was stirred at room temperature for 7 hr, a solution (2M, 18 ml) of ammonia in methanol was added, and the mixture was further stirred for 10 hr. Ethyl acetate was added to ... Reactants: CC(=O)Cl, CC(C)(C=C(F)CO)c1ccc(OC(F)(F)F)cc1, c1ccccc1, c1ccncc1. Yields the product CC(=O)OCC(F)=CC(C)(C)c1ccc(OC(F)(F)F)cc1. As a reaction SMILES: [CH3:1][C:2]([Cl:3])=[O:4].[F:5][C:6]([CH2:7][OH:8])=[CH:9][C:10]([CH3:11])([c:12]1[cH:13][cH:14][c:15]([O:18][C:19]([F:20])([F:21])[F:22])[cH:16][cH:17]1)[CH3:23].[cH:24]1[cH:25][cH:26][cH:27][cH:28][cH:29]1.[cH:30]1[cH:31][cH:32][n:33][cH:34][cH:35]1>>[CH3:1][C:2](=[O:4])[O:8][CH2:7][C:6]([F:5])=[CH:9][C:10]([CH3:11])([c:12]1[cH:13][cH:14][c:15]([O:18][C:19]([F:20])([F:21])[F:22])[cH:16][cH:17]1)[CH3:23]. Starting materials: C(C)OC(=O)O[C@H]1C[C@@H](CC2=CC[C@H]3[C@@H]4CC[C@H]([C@@H](CCCC(C)C)C)[C@]4(CC[C@@H]3[C@@]12C)C)OC(=O)OCC (1α,3β-diethoxycarbonyloxycholest-5-ene), BrN1C(=O)N(C(=O)C1(C)C)Br (1,3-dibromo-5,5-dimethylhydantoin), CC1=CC(=NC(=C1)C)C (s-collidine). Reported procedure: To a solution of 1α,3β-diethoxycarbonyloxycholest-5-ene (2.73 g, 5 m moles) in dry hexane (50 m), 1,3-dibromo-5,5-dimethylhydantoin (858 mg, 3 m moles) was added dropwise under stirring and heating at oil bath temperature of 95° C., and the mixture was continued to react under the irradiation of infrared rays for 15 minutes. The reaction mixture was cooled, and the resulting precipitate was removed by filtration, the filtrate was concentrated at reduced pressure at 40° C. to afford a residual pr... Run at temperature 95 celsius, time 20 minute. The yield is 111.8%. The solvent is CCCCCC (hexane), C=1(C(=CC=CC1)C)C (xylene), C=1(C(=CC=CC1)C)C (Xylene), C(C)(=O)OCC (ethyl acetate). Yields the product C(C)OC(=O)O[C@H]1C[C@@H](CC2=CC=C3[C@@H]4CC[C@H]([C@@H](CCCC(C)C)C)[C@]4(CC[C@@H]3[C@@]12C)C)OC(=O)OCC (1α,3β-diethoxycarbonyloxycholesta-5,7-diene). As a reaction SMILES: [CH2:1]([O:3][C:4]([O:6][C@@H:7]1[C@@:31]2([CH3:32])[C:11](=[CH:12][CH2:13][C@@H:14]3[C@@H:30]2[CH2:29][CH2:28][C@@:27]2([CH3:33])[C@H:15]3[CH2:16][CH2:17][C@@H:18]2[C@H:19]([CH3:26])[CH2:20][CH2:21][CH2:22][CH:23]([CH3:25])[CH3:24])[CH2:10][C@@H:9]([O:34][C:35]([O:37][CH2:38][CH3:39])=[O:36])[CH2:8]1)=[O:5])[CH3:2].BrN1C(C)(C)C(=O)N(Br)C1=O.CC1C=C(C)N=C(C)C=1>CCCCCC.C1(C)C(C)=CC=CC=1.C(OCC)(=O)C>[CH2:1]([O:3][C:4]([O:6][C@@H:7]1[C@@:31]2([CH3:32])[C:11](=[CH:12][CH:13]=[C:14]3[C@@H:30]2[CH2:29][CH2:28][C@@:27]2([CH3:33])[C@H:15]3[CH2:16][CH2:17][C@@H:18]2[C@H:19]([CH3:26])[CH2:20][CH2:21][CH2:22][CH:23]([CH3:25])[CH3:24])[CH2:10][C@@H:9]([O:34][C:35]([O:37][CH2:38][CH3:39])=[O:36])[CH2:8]1)=[O:5])[CH3:2]. Reactants: CC(=O)Nc1nc(CCc2ccc(NC(=O)OC(C)(C)C)cc2)c(C=O)s1, CC(=O)O[BH-](OC(C)=O)OC(C)=O, CN(C)C(=O)C1CCCN1, CCN(C(C)C)C(C)C, [Cl-], ClCCl, Cl, [NH4+], [Na+]. The product is CC(=O)Nc1nc(CCc2ccc(NC(=O)OC(C)(C)C)cc2)c(CN2CCCC2C(=O)N(C)C)s1. As a reaction SMILES: [C:1]([CH3:2])(=[O:3])[NH:4][c:5]1[s:6][c:7]([CH:26]=[O:27])[c:8]([CH2:10][CH2:11][c:12]2[cH:13][cH:14][c:15]([NH:18][C:19]([O:20][C:21]([CH3:22])([CH3:23])[CH3:24])=[O:25])[cH:16][cH:17]2)[n:9]1.[C:48]([O:49][BH-:50]([O:51][C:52](=[O:53])[CH3:54])[O:55][C:56](=[O:57])[CH3:58])(=[O:59])[CH3:60].[CH3:29][N:30]([CH3:31])[C:32](=[O:33])[CH:34]1[NH:35][CH2:36][CH2:37][CH2:38]1.[CH:39]([N:40]([CH:41]([CH3:42])[CH3:43])[CH2:44][CH3:45])([CH3:46])[CH3:47].[Cl-:62].[Cl:64][CH2:65][Cl:66].[ClH:28].[NH4+:63].[Na+:61]>>[C:1]([CH3:2])(=[O:3])[NH:4][c:5]1[s:6][c:7]([CH2:26][N:35]2[CH:34]([C:32]([N:30]([CH3:29])[CH3:31])=[O:33])[CH2:38][CH2:37][CH2:36]2)[c:8]([CH2:10][CH2:11][c:12]2[cH:13][cH:14][c:15]([NH:18][C:19]([O:20][C:21]([CH3:22])([CH3:23])[CH3:24])=[O:25])[cH:16][cH:17]2)[n:9]1. The reactants are OC(/C=C/[C@@H]1N(C(SC1)=O)CCCCCCC#N)CC1=CC=CC=C1 (7-{(4S)-4-[(1E)-3-hydroxy-4-phenylbut-1-enyl]-2-oxo-1,3-thiazolidin-3-yl}heptanenitrile), C(CCC)[Sn](CCCC)(CCCC)N=[N+]=[N-] (tributyltin azide), C(C)(=O)OCC (Ethyl acetate). Solvent: C1(=CC=CC=C1)C (toluene). Product: OC(/C=C/[C@@H]1N(C(SC1)=O)CCCCCCC1=NN=NN1)CC1=CC=CC=C1 ((4S)-4-[(1E)-3-hydroxy-4-phenylbut-1-enyl]-3-[6-(1H-tetraazol-5-yl)hexyl)-1,3-thiazolidin-2-one). The yield is 62.3%. As a reaction SMILES: [OH:1][CH:2]([CH2:19][C:20]1[CH:25]=[CH:24][CH:23]=[CH:22][CH:21]=1)/[CH:3]=[CH:4]/[C@H:5]1[CH2:9][S:8][C:7](=[O:10])[N:6]1[CH2:11][CH2:12][CH2:13][CH2:14][CH2:15][CH2:16][C:17]#[N:18].C([Sn]([N:39]=[N+:40]=[N-:41])(CCCC)CCCC)CCC.C(OCC)(=O)C>C1(C)C=CC=CC=1>[OH:1][CH:2]([CH2:19][C:20]1[CH:21]=[CH:22][CH:23]=[CH:24][CH:25]=1)/[CH:3]=[CH:4]/[C@H:5]1[CH2:9][S:8][C:7](=[O:10])[N:6]1[CH2:11][CH2:12][CH2:13][CH2:14][CH2:15][CH2:16][C:17]1[NH:41][N:40]=[N:39][N:18]=1. Procedure: To a solution of 4-4 (70 mg, 0.2 mmol) in 0.2 mL toluene was added tributyltin azide (0.27 mL, 1.0 mmol) and the resulting solution was stirred at reflux for 4 hours. Ethyl acetate (100 mL) was added and the solution was quenched with 5% aqueous KF (30 mL) and 1N HCl (30 mL). The layers were separated and the organic layer was washed with brine, dried over Na2SO4, filtered and concentrated in vacuo. The compound was purified by flash chromatography using 0–5% MeOH/CH2Cl2 to yield 50 mg of 4-5 as... Starting materials: N1C(=NCC1)NCCC(C1=CC=CC=C1)O (α-{2-[N-(2-imidazolin-2-yl)amino]ethyl} benzylalcohol), S(O)(O)(=O)=O (sulfuric acid), [OH-].[Na+] (sodium hydroxide). Reaction conditions: time 3 hour. Yields the product C1(=CC=CC=C1)C1CCNC=2N1CCN2 (2,3,5,6,7,8-hexahydro-5-phenylimidazo[1,2-a]pyrimidine). As a reaction SMILES: [NH:1]1[CH2:5][CH2:4][N:3]=[C:2]1[NH:6][CH2:7][CH2:8][CH:9](O)[C:10]1[CH:15]=[CH:14][CH:13]=[CH:12][CH:11]=1.S(=O)(=O)(O)O.[OH-].[Na+]>>[C:10]1([CH:9]2[N:3]3[CH2:4][CH2:5][N:1]=[C:2]3[NH:6][CH2:7][CH2:8]2)[CH:15]=[CH:14][CH:13]=[CH:12][CH:11]=1 |f:2.3|. Procedure details: A mixture of 8 parts of α-{2-[N-(2-imidazolin-2-yl)amino]ethyl} benzylalcohol from the preceding step and 36 parts of sulfuric acid 80% is stirred for 3 hours at room temperature. The reaction mixture is poured onto crushed ice and the resulting solution is allowed to stand overnight at room temperature. It is then alkalized with sodium hydroxide solution and the product is extracted with toluene. The extract is dried, filtered and evaporated. The residue is triturated in acetone. The solid prod... Starting materials: FC(CC=1NC2=CC=C(C(=C2C1)C(F)(F)F)C#N)(F)F (2-(2,2,2-trifluoroethyl)-4-(trifluoromethyl)-1H-indole-5-carbonitrile), C(=O)([O-])[O-].[K+].[K+] (K2CO3), ClCC1=NOC(=N1)C1=CC(=CC=C1)C(F)(F)F (3-(chloromethyl)-5-[3-(trifluoromethyl)phenyl]-1,2,4-oxadiazole), CC#N (CH3CN). Solvent: CCOC(=O)C (EtOAc). Run at temperature 60 celsius, time 6 hour. Yields the product FC(CC=1N(C2=CC=C(C(=C2C1)C(F)(F)F)C#N)CC1=NOC(=N1)C1=CC(=CC=C1)C(F)(F)F)(F)F (2-(2,2,2-Trifluoroethyl)-4-(trifluoromethyl)-1-({5-[3-(trifluoromethyl)phenyl]-1,2,4-oxadiazol-3-yl}methyl)-1H-indole-5-carbonitrile). The yield is 22.2%. As a reaction SMILES: [F:1][C:2]([F:20])([F:19])[CH2:3][C:4]1[NH:5][C:6]2[C:11]([CH:12]=1)=[C:10]([C:13]([F:16])([F:15])[F:14])[C:9]([C:17]#[N:18])=[CH:8][CH:7]=2.C([O-])([O-])=O.[K+].[K+].Cl[CH2:28][C:29]1[N:33]=[C:32]([C:34]2[CH:39]=[CH:38][CH:37]=[C:36]([C:40]([F:43])([F:42])[F:41])[CH:35]=2)[O:31][N:30]=1.CC#N>CCOC(C)=O>[F:20][C:2]([F:1])([F:19])[CH2:3][C:4]1[N:5]([CH2:28][C:29]2[N:33]=[C:32]([C:34]3[CH:39]=[CH:38][CH:37]=[C:36]([C:40]([F:43])([F:41])[F:42])[CH:35]=3)[O:31][N:30]=2)[C:6]2[C:11]([CH:12]=1)=[C:10]([C:13]([F:16])([F:15])[F:14])[C:9]([C:17]#[N:18])=[CH:8][CH:7]=2 |f:1.2.3|. Reported procedure: A mixture of 2-(2,2,2-trifluoroethyl)-4-(trifluoromethyl)-1H-indole-5-carbonitrile (Example 374A) (0.080 g, 0.27 mmol), K2CO3 (0.042 g, 0.30 mmol), 3-(chloromethyl)-5-[3-(trifluoromethyl)phenyl]-1,2,4-oxadiazole (0.143 g, 0.54 mmol) and CH3CN (5 mL) was stirred at 60° C. for 6 h. The mixture was diluted with EtOAc (25 mL) and washed with water (15 mL) and brine (15 mL). Drying (MgSO4), filtration, and concentration was followed by purification (SiO2, 0-30% EtOAc in hexanes) to afford the title c... Starting materials: ClC1=CC=C(C=C1)C1C(CN(CC1OC(=O)OCC(Cl)(Cl)Cl)C(=O)OCC(Cl)(Cl)Cl)CCC (2,2,2-trichloro-ethyl (3RS,4SR,5SR)-4-(4-chloro-phenyl)-3-propyl-5-(2,2,2-trichloroethoxycarbonyloxy)-piperidine-1-carboxylate). The reagents and catalysts are [Zn] (zinc), [Zn] (zinc). Solvent: C(C)(=O)O (acetic acid). Conditions: time 5 hour. The product is ClC1=CC=C(C=C1)C1C(CNCC1CCC)O ((3RS,4RS, 5SR)-4-(4-chloro-phenyl)-5-propyl-piperidin-3-ol). Yield: 54.7%. Reaction SMILES: [Cl:1][C:2]1[CH:7]=[CH:6][C:5]([CH:8]2[CH:13]([O:14]C(OCC(Cl)(Cl)Cl)=O)[CH2:12][N:11](C(OCC(Cl)(Cl)Cl)=O)[CH2:10][CH:9]2[CH2:31][CH2:32][CH3:33])=[CH:4][CH:3]=1>C(O)(=O)C.[Zn]>[Cl:1][C:2]1[CH:7]=[CH:6][C:5]([CH:8]2[CH:9]([CH2:31][CH2:32][CH3:33])[CH2:10][NH:11][CH2:12][CH:13]2[OH:14])=[CH:4][CH:3]=1. Procedure: A mixture of 13.05 g (21.6 mmol) of 2,2,2-trichloro-ethyl (3RS,4SR,5SR)-4-(4-chloro-phenyl)-3-propyl-5-(2,2,2-trichloroethoxycarbonyloxy)-piperidine-1-carboxylate and 14.5 g of zinc in 200 ml of glacial acetic acid was treated in an ultrasound bath for 15 hours. In order to complete the reaction, a further 5 g of zinc were subsequently added and the mixture was left in the ultrasound bath for a further 5 hours. For the working-up, the zinc was filtered off under suction, the residue was rinsed w... Reactants: C(C)(=O)OCC (ethyl acetate), CC=1NC2=CC=CC=C2C1C(CCC(=O)OC)=O (methyl 4-(2-methylindol-3-yl)-4-oxobutyrate), solution. Solvent: [Cl-].[Na+].O (brine), O1CCCC1 (tetrahydrofuran), O1CCCC1 (tetrahydrofuran). Run at temperature 0 celsius, time 30 minute. Yields the product CC=1NC2=CC=CC=C2C1CCCC(=O)OC (methyl 4-(2-methylindol-3-yl)butyrate). Yield: 88.5%. Reaction SMILES: [CH3:1][C:2]1[NH:3][C:4]2[C:9]([C:10]=1[C:11](=O)[CH2:12][CH2:13][C:14]([O:16][CH3:17])=[O:15])=[CH:8][CH:7]=[CH:6][CH:5]=2.C(OCC)(=O)C>O1CCCC1.[Cl-].[Na+].O>[CH3:1][C:2]1[NH:3][C:4]2[C:9]([C:10]=1[CH2:11][CH2:12][CH2:13][C:14]([O:16][CH3:17])=[O:15])=[CH:8][CH:7]=[CH:6][CH:5]=2 |f:3.4.5|. Reported procedure: To a solution of methyl 4-(2-methylindol-3-yl)-4-oxobutyrate (2.0 g) in tetrahydrofuran (50 ml) was added a 1M solution of boran in tetrahydrofuran (16.5 ml) at 0° C. After stirred at 0° C. for 30 minutes, the mixture was poured into a mixture of ethyl acetate and brine. The organic layer was separated, washed with water and brine, and dried over magnesium sulfate. After evaporation of solvent, the residue was purified by column chromatography on silica gel (50 g) eluting with chloroform to give... RXN SMILES: COC(C1C=C(OC2C=CC(S(C)(=O)=O)=CC=2)C=C2OC(C)CC=12)=O.[N:26]1([C:30]([C:32]2[CH:37]=[CH:36][C:35](F)=[C:34]([F:39])[CH:33]=2)=[O:31])[CH2:29][CH2:28][CH2:27]1.[CH3:40][O:41][C:42]([C:44]1[CH:54]=[C:53]([OH:55])[C:47]2[CH2:48][C:49]([CH3:52])([CH3:51])[O:50][C:46]=2[CH:45]=1)=[O:43]>>[CH3:40][O:41][C:42]([C:44]1[CH:54]=[C:53]([O:55][C:35]2[CH:36]=[CH:37][C:32]([C:30]([N:26]3[CH2:29][CH2:28][CH2:27]3)=[O:31])=[CH:33][C:34]=2[F:39])[C:47]2[CH2:48][C:49]([CH3:52])([CH3:51])[O:50][C:46]=2[CH:45]=1)=[O:43]. Procedure: The title compound was prepared in a similar manner as described for Intermediate 1f, from azetidin-1-yl-(3,4-difluoro-phenyl)-methanone (32a) (90 mg, 0.46 mmol) and 4-hydroxy-2,2-dimethyl-2,3-dihydro-benzofuran-6-carboxylic acid methyl ester (3e) (117 mg, 0.53 mmol) to give a pale yellow oil (106 mg, 59% yield). 1H NMR (400 MHz, CDCl3) δ 7.51 (dd, J=10.86, 2.02 Hz, 1 H) 7.38-7.42 (m, 1 H) 7.21 (d, J=1.01 Hz, 1 H) 7.09 (d, J=1.01 Hz, 1 H) 6.99 (t, J=8.21 Hz, 1 H) 4.30-4.40 (m, 2 H) 4.20-4.29 (m,... Reactants: COC(=O)C1=CC2=C(CC(O2)(C)C)C(=C1)O (4-hydroxy-2,2-dimethyl-2,3-dihydrobenzofuran-6-carboxylic acid methyl ester), COC(=O)C=1C=C(C=C2C1CC(O2)C)OC2=CC=C(C=C2)S(=O)(=O)C (6-(4-methanesulfonyl-phenoxy)-2-methyl-2,3-dihydro-benzofuran-4-carboxylic acid methyl ester), N1(CCC1)C(=O)C1=CC(=C(C=C1)F)F (azetidin-1-yl-(3,4-difluoro-phenyl)-methanone). Yields the product COC(=O)C1=CC2=C(CC(O2)(C)C)C(=C1)OC1=C(C=C(C=C1)C(=O)N1CCC1)F (4-[4-(Azetidine-1-carbonyl)-2-fluoro-phenoxy]-2,2-dimethyl-2,3-dihydro-benzofuran-6-carboxylic acid methyl ester), oil. The yield is 59.0%.